From a dataset of the Open Reaction Database (ORD), a public repository of structured organic reaction records. describe an organic reaction: reactants, conditions, products, and yield Reactants: FC=1C=C(C=CC1)C=1C(=C2C(=NC1)NC=C2)N2CCN(CC2)C(=O)OC(C)(C)C (tert-Butyl 4-(5-(3-fluorophenyl)-1H-pyrrolo[2,3-b]pyridin-4-yl)piperazine-1-carboxylate), C1(=C(C(=C(C(=C1F)F)F)N)F)N.Cl.Cl (dihydrochloride), C(=O)(C(F)(F)F)O (TFA). Solvent: C(Cl)Cl (DCM). Run at time 1 hour. Product: FC=1C=C(C=CC1)C=1C(=C2C(=NC1)NC=C2)N2CCNCC2 (5-(3-fluorophenyl)-4-(piperazin-1-yl)-1H-pyrrolo[2,3-b]pyridine). Yield: 95.7%. Reaction SMILES: [F:1][C:2]1[CH:3]=[C:4]([C:8]2[C:9]([N:17]3[CH2:22][CH2:21][N:20](C(OC(C)(C)C)=O)[CH2:19][CH2:18]3)=[C:10]3[CH:16]=[CH:15][NH:14][C:11]3=[N:12][CH:13]=2)[CH:5]=[CH:6][CH:7]=1.C(O)(C(F)(F)F)=O.C1(N)C(F)=C(F)C(F)=C(N)C=1F.Cl.Cl>C(Cl)Cl>[F:1][C:2]1[CH:3]=[C:4]([C:8]2[C:9]([N:17]3[CH2:18][CH2:19][NH:20][CH2:21][CH2:22]3)=[C:10]3[CH:16]=[CH:15][NH:14][C:11]3=[N:12][CH:13]=2)[CH:5]=[CH:6][CH:7]=1 |f:2.3.4|. Procedure: tert-Butyl 4-(5-(3-fluorophenyl)-1H-pyrrolo[2,3-b]pyridin-4-yl)piperazine-1-carboxylate (0.162 g, 0.409 mmol) was placed in DCM (3 mL) at room temperature. TFA (0.3 mL) was then added, and the reaction was stirred at room temperature for 1 hour. The reaction was then concentrated to dryness, dissolved in minimal DCM, and added dropwise to a stirring solution of 1M HCl in ether. The solid product was filtered, washed with ether, and dried to give 5-(3-fluorophenyl)-4-(piperazin-1-yl)-1H-pyrrolo[2...